From a dataset of the Open Reaction Database (ORD), a public repository of structured organic reaction records. describe an organic reaction: reactants, conditions, products, and yield The reactants are COC(C1=CC=C(C=C1)CN(C1C(NCCCC1)=O)S(=O)(=O)C1=CC=C(C=C1)Cl)=O (rac-4-{[(4-Chloro-benzenesulfonyl)-(2-oxo-azepan-3-yl)-amino]-methyl}-benzoic acid methyl ester), [OH-].[Na+] (NaOH). Run in CO.CC#N (MeOH CH3CN). Product: ClC1=CC=C(C=C1)S(=O)(=O)N(C1C(NCCCC1)=O)CC1=CC=C(C(=O)O)C=C1 (rac-4-{[(4-Chloro-benzenesulfonyl)-(2-oxo-azepan-3-yl)-amino]-methyl}-benzoic acid). RXN SMILES: C[O:2][C:3](=[O:30])[C:4]1[CH:9]=[CH:8][C:7]([CH2:10][N:11]([S:20]([C:23]2[CH:28]=[CH:27][C:26]([Cl:29])=[CH:25][CH:24]=2)(=[O:22])=[O:21])[CH:12]2[CH2:18][CH2:17][CH2:16][CH2:15][NH:14][C:13]2=[O:19])=[CH:6][CH:5]=1.[OH-].[Na+]>CO.CC#N>[Cl:29][C:26]1[CH:27]=[CH:28][C:23]([S:20]([N:11]([CH2:10][C:7]2[CH:6]=[CH:5][C:4]([C:3]([OH:30])=[O:2])=[CH:9][CH:8]=2)[CH:12]2[CH2:18][CH2:17][CH2:16][CH2:15][NH:14][C:13]2=[O:19])(=[O:21])=[O:22])=[CH:24][CH:25]=1 |f:1.2,3.4|. Procedure details: rac-4-{[(4-Chloro-benzenesulfonyl)-(2-oxo-azepan-3-yl)-amino]-methyl}-benzoic acid methyl ester (0.95 g, 2.10 mmol) in a mixture of MeOH/CH3CN (50 ml, 1:1 v/v) was treated with 1 N NaOH (2.5 ml) for 24 h. Solvent was removed under reduced pressure and the residue dissolved in ethyl acetate and washed with 5% KHSO4/10% K2SO4 (2×). The aqueous washes were extracted with ethyl acetate and the combined organic fractions were washed with brine, dried (Na2 SO4), filtered, concentrated under reduced pr... The reactants are CCN, COC(=O)C(Cc1ccc(F)cc1)NC(=O)CNC(=O)OC(C)(C)C. Yields the product CCNC(=O)C(Cc1ccc(F)cc1)NC(=O)CNC(=O)OC(C)(C)C. Reaction SMILES: [CH3:1][CH2:2][NH2:3].[CH3:4][O:5][C:6]([CH:7]([NH:8][C:9]([CH2:10][NH:11][C:12](=[O:13])[O:14][C:15]([CH3:16])([CH3:17])[CH3:18])=[O:19])[CH2:20][c:21]1[cH:22][cH:23][c:24]([F:27])[cH:25][cH:26]1)=[O:28]>>[CH3:1][CH2:2][NH:3][C:6]([CH:7]([NH:8][C:9]([CH2:10][NH:11][C:12](=[O:13])[O:14][C:15]([CH3:16])([CH3:17])[CH3:18])=[O:19])[CH2:20][c:21]1[cH:22][cH:23][c:24]([F:27])[cH:25][cH:26]1)=[O:28]. Reaction SMILES: [CH3:38][C:39]#[N:40].[O:1]=[C:2]1[CH2:3][CH2:4][C:5](=[O:6])[N:7]1[O:8][C:9](=[O:10])[c:11]1[c:12]([CH2:23][CH3:24])[n:13][c:14](-[c:16]2[c:17]([Cl:22])[cH:18][cH:19][cH:20][cH:21]2)[o:15]1.[O:25]1[CH2:26][CH2:27][N:28]([c:31]2[cH:32][cH:33][c:34]([NH2:37])[cH:35][n:36]2)[CH2:29][CH2:30]1>>[C:9](=[O:10])([c:11]1[c:12]([CH2:23][CH3:24])[n:13][c:14](-[c:16]2[c:17]([Cl:22])[cH:18][cH:19][cH:20][cH:21]2)[o:15]1)[NH:37][c:34]1[cH:33][cH:32][c:31]([N:28]2[CH2:27][CH2:26][O:25][CH2:30][CH2:29]2)[n:36][cH:35]1. Product: CCc1nc(-c2ccccc2Cl)oc1C(=O)Nc1ccc(N2CCOCC2)nc1. Reactants: CC#N, CCc1nc(-c2ccccc2Cl)oc1C(=O)ON1C(=O)CCC1=O, Nc1ccc(N2CCOCC2)nc1. Reactants: C1(C=2C(C(N1)=O)=CC=CC2)=O.[K] (potassium phthalimide), C(CCCC)OC=1C=C2C=C(COC2=CC1)CBr (3-(Bromomethyl)-2H-6-chromenyl pentyl ether). Run in CN(C)C=O (DMF), O (water). Reaction conditions: time 8 hour. Product: C(CCCC)OC=1C=C2C=C(COC2=CC1)CN ([6-(Pentyloxy)-2H-3-chromenyl]methanamine). RXN SMILES: C1(=O)[NH:5]C(=O)C2=CC=CC=C12.[K].[CH2:13]([O:18][C:19]1[CH:20]=[C:21]2[C:26](=[CH:27][CH:28]=1)[O:25][CH2:24][C:23]([CH2:29]Br)=[CH:22]2)[CH2:14][CH2:15][CH2:16][CH3:17]>CN(C=O)C.O>[CH2:13]([O:18][C:19]1[CH:20]=[C:21]2[C:26](=[CH:27][CH:28]=1)[O:25][CH2:24][C:23]([CH2:29][NH2:5])=[CH:22]2)[CH2:14][CH2:15][CH2:16][CH3:17] |f:0.1,^1:11|. Reported procedure: 1.25 g (6.75 mmol) of potassium phthalimide are added to a solution of 1.4 g (4.5 mmol) of the brominated compound obtained in Step D in 15 ml of DMF; the medium is then stirred overnight at ambient temperature and under argon. After evaporation of the solvent in vacuo, the residue obtained is taken up in water; the aqueous phase is then extracted with dichloromethane. The organic phase, dried over magnesium sulphate and then filtered, is concentrated in vacuo. Chromatography on a silica column ... The reactants are C(C)(C)N1C(N(C2=C1C=CC=C2)CC2=NC1=C(N2CCC(C)C)C=CC(=C1)C#N)=O (2-(3-Isopropyl-2-oxo-2,3-dihydro-benzoimidazol-1-ylmethyl)-1-(3-methyl-butyl)-1H-benzoimidazole-5-carbonitrile), [H-].[Na+] (NaH), ClCC1=NC2=C(N1CCC(C)C)C=CC(=C2)C#N (2-chloromethyl-1-(3-methyl-butyl)-1H-benzoimidazole-5-carbonitrile), C(=C)(C)N1C(NC2=C1C=CC=C2)=O (1-Isopropenyl-1,3-dihydro-benzoimidazol-2-one). Yields the product C(=C)(C)N1C(N(C2=C1C=CC=C2)CC2=NC1=C(N2CCC(C)C)C=CC(=C1)C#N)=O (2-(3-Isopropenyl-2-oxo-2,3-dihydro-benzoimidazol-1-ylmethyl)-1-(3-methyl-butyl)-1H-benzoimidazole-5-carbonitrile). As a reaction SMILES: [CH:1]([N:4]1[C:8]2[CH:9]=[CH:10][CH:11]=[CH:12][C:7]=2[N:6]([CH2:13][C:14]2[N:18]([CH2:19][CH2:20][CH:21]([CH3:23])[CH3:22])[C:17]3[CH:24]=[CH:25][C:26]([C:28]#[N:29])=[CH:27][C:16]=3[N:15]=2)[C:5]1=[O:30])([CH3:3])[CH3:2].ClCC1N(CCC(C)C)C2C=CC(C#N)=CC=2N=1.C(N1C2C=CC=CC=2NC1=O)(C)=C.[H-].[Na+]>>[C:1]([N:4]1[C:8]2[CH:9]=[CH:10][CH:11]=[CH:12][C:7]=2[N:6]([CH2:13][C:14]2[N:18]([CH2:19][CH2:20][CH:21]([CH3:23])[CH3:22])[C:17]3[CH:24]=[CH:25][C:26]([C:28]#[N:29])=[CH:27][C:16]=3[N:15]=2)[C:5]1=[O:30])([CH3:3])=[CH2:2] |f:3.4|. Reported procedure: 2-(3-Isopropenyl-2-oxo-2,3-dihydro-benzoimidazol-1-ylmethyl)-1-(3-methyl-butyl)-1H-benzoimidazole-5-carbonitrile was prepared as described for 2-(3-Isopropyl-2-oxo-2,3-dihydro-benzoimidazol-1-ylmethyl)-1-(3-methyl-butyl)-1H-benzoimidazole-5-carbonitrile using 2-chloromethyl-1-(3-methyl-butyl)-1H-benzoimidazole-5-carbonitrile and 1-Isopropenyl-1,3-dihydro-benzoimidazol-2-one with NaH as base. Starting materials: COc1ccc(P2(=S)SP(=S)(c3ccc(OC)cc3)S2)cc1, Cn1ncc2c(=O)n3c(nc21)SCC3, Cc1ccccc1. Product: Cn1ncc2c(=S)n3c(nc21)SCC3. RXN SMILES: [CH3:15][O:16][c:17]1[cH:18][cH:19][c:20]([P:21]2(=[S:24])[S:22][P:23]([c:25]3[cH:26][cH:27][c:28]([O:29][CH3:30])[cH:31][cH:32]3)(=[S:33])[S:34]2)[cH:35][cH:36]1.[CH3:1][n:2]1[n:3][cH:4][c:5]2[c:6]1[n:7][c:8]1[n:9]([c:10]2=[O:11])[CH2:12][CH2:13][S:14]1.[CH3:37][c:38]1[cH:39][cH:40][cH:41][cH:42][cH:43]1>>[CH3:1][n:2]1[n:3][cH:4][c:5]2[c:6]1[n:7][c:8]1[n:9]([c:10]2=[S:24])[CH2:12][CH2:13][S:14]1. The reactants are NC(=O)c1cc2cccc(OCC3CO3)c2o1, Cc1ccccc1N1CCNCC1, CCOC(C)=O, Cl. Yields the product Cc1ccccc1N1CCN(CC(O)COc2cccc3cc(C(N)=O)oc23)CC1. RXN SMILES: [C:1]([NH2:2])(=[O:3])[c:4]1[o:5][c:6]2[c:7]([cH:8]1)[cH:9][cH:10][cH:11][c:12]2[O:13][CH2:14][CH:15]1[CH2:16][O:17]1.[CH3:19][c:20]1[c:21]([N:26]2[CH2:27][CH2:28][NH:29][CH2:30][CH2:31]2)[cH:22][cH:23][cH:24][cH:25]1.[CH3:32][CH2:33][O:34][C:35](=[O:36])[CH3:37].[ClH:18]>>[C:1]([NH2:2])(=[O:3])[c:4]1[o:5][c:6]2[c:7]([cH:8]1)[cH:9][cH:10][cH:11][c:12]2[O:13][CH2:14][CH:15]([CH2:16][N:29]1[CH2:28][CH2:27][N:26]([c:21]2[c:20]([CH3:19])[cH:25][cH:24][cH:23][cH:22]2)[CH2:31][CH2:30]1)[OH:17].